This data is from the Open Reaction Database (ORD), a public repository of structured organic reaction records. The task is: describe an organic reaction: reactants, conditions, products, and yield Reactants: O=C(N=C=S)c1ccccc1, CN(C)C=O, CCOC(=O)C(=O)c1csc(N)n1. The product is CCOC(=O)C(=O)c1csc(NC(=S)NC(=O)c2ccccc2)n1. RXN SMILES: [C:14]([c:15]1[cH:16][cH:17][cH:18][cH:19][cH:20]1)(=[O:21])[N:22]=[C:23]=[S:24].[CH3:25][N:26]([CH3:27])[CH:28]=[O:29].[NH2:1][c:2]1[s:3][cH:4][c:5]([C:7]([C:8](=[O:9])[O:10][CH2:11][CH3:12])=[O:13])[n:6]1>>[NH:1]([c:2]1[s:3][cH:4][c:5]([C:7]([C:8](=[O:9])[O:10][CH2:11][CH3:12])=[O:13])[n:6]1)[C:23]([NH:22][C:14]([c:15]1[cH:16][cH:17][cH:18][cH:19][cH:20]1)=[O:21])=[S:24]. Reactants: ClC[C@@H]1C[C@@H](OC(O1)(C)C)CC(=O)OC(CC1=CC=CC=C1)(C)C (2-methyl-1-phenylpropan-2-yl 2-((4R,6S)-6-(chloromethyl)-2,2-dimethyl-1,3-dioxan-4-yl)acetate), S1C(=NC2=C1C=CC=C2)[S-].[Na+] (Sodium benzo[d]thiazole-2-thiolate). The product is S1C(=NC2=C1C=CC=C2)SC[C@@H]2C[C@@H](OC(O2)(C)C)CC(=O)OC(CC2=CC=CC=C2)(C)C (2-methyl-1-phenylpropan-2-yl 2-((4R,6S)-6-((benzo[d]thiazol-2-ylthio)methyl)-2,2-dimethyl-1,3-dioxan-4-yl)acetate). As a reaction SMILES: Cl[CH2:2][C@H:3]1[O:8][C:7]([CH3:10])([CH3:9])[O:6][C@@H:5]([CH2:11][C:12]([O:14][C:15]([CH3:24])([CH3:23])[CH2:16][C:17]2[CH:22]=[CH:21][CH:20]=[CH:19][CH:18]=2)=[O:13])[CH2:4]1.[S:25]1[C:29]2[CH:30]=[CH:31][CH:32]=[CH:33][C:28]=2[N:27]=[C:26]1[S-:34].[Na+]>>[S:25]1[C:29]2[CH:30]=[CH:31][CH:32]=[CH:33][C:28]=2[N:27]=[C:26]1[S:34][CH2:2][C@H:3]1[O:8][C:7]([CH3:10])([CH3:9])[O:6][C@@H:5]([CH2:11][C:12]([O:14][C:15]([CH3:24])([CH3:23])[CH2:16][C:17]2[CH:22]=[CH:21][CH:20]=[CH:19][CH:18]=2)=[O:13])[CH2:4]1 |f:1.2|. Reported procedure: The procedure was carried out in the same manner as in Example 11, except that 3.5 g of 2-methyl-1-phenylpropan-2-yl 2-((4R,6S)-6-(chloromethyl)-2,2-dimethyl-1,3-dioxan-4-yl)acetate was used in place of 30 g thereof, and sodium benzo[d]thiazole-2-thiolate (3.8 g) prepared in Example 10 was used in place of sodium 1-phenyl-1H-tetrazole-5-thiolate. The title compound was obtained (4.6 g). Reactants: Cc1onc(-c2ccc(F)cc2)c1C=Cc1cc(C(=O)O)n(C)n1, CC(N)CO. As a reaction SMILES: [F:1][c:2]1[cH:3][cH:4][c:5](-[c:8]2[n:9][o:10][c:11]([CH3:24])[c:12]2[CH:13]=[CH:14][c:15]2[cH:16][c:17]([C:21](=[O:22])[OH:23])[n:18]([CH3:20])[n:19]2)[cH:6][cH:7]1.[OH:25][CH2:26][CH:27]([CH3:28])[NH2:29]>>[F:1][c:2]1[cH:3][cH:4][c:5](-[c:8]2[n:9][o:10][c:11]([CH3:24])[c:12]2[CH:13]=[CH:14][c:15]2[cH:16][c:17]([C:21](=[O:23])[NH:29][CH:27]([CH2:26][OH:25])[CH3:28])[n:18]([CH3:20])[n:19]2)[cH:6][cH:7]1. The product is Cc1onc(-c2ccc(F)cc2)c1C=Cc1cc(C(=O)NC(C)CO)n(C)n1. Reactants: C(C)(C)(C)OC(NC1=C(C=C(C(=C1)OCC)C(F)(F)F)N)=O ((2-amino-5-ethoxy-4-trifluoromethyl-phenyl)-carbamic acid tert-butyl ester), C(C)(C)(C)OC(CC(=O)C1=CC(=CC=C1)C=1C(=NC=CC1)C1CC1)=O (3-[3-(2-cyclopropyl-pyridin-3-yl)-phenyl]-3-oxo-propionic acid tert-butyl ester). Product: C(C)(C)(C)OC(NC1=C(C=C(C(=C1)OCC)C(F)(F)F)NC(CC(=O)C1=CC(=CC=C1)C=1C(=NC=CC1)C1CC1)=O)=O ((2-{3-[3-(2-Cyclopropyl-pyridin-3-yl)-phenyl]-3-oxo-propionylamino}-5-ethoxy-4-trifluoromethyl-phenyl)-carbamic acid tert-butyl ester), foam. Yield: 48.0%. RXN SMILES: [C:1]([O:5][C:6](=[O:22])[NH:7][C:8]1[CH:13]=[C:12]([O:14][CH2:15][CH3:16])[C:11]([C:17]([F:20])([F:19])[F:18])=[CH:10][C:9]=1[NH2:21])([CH3:4])([CH3:3])[CH3:2].C([O:27][C:28](=O)[CH2:29][C:30]([C:32]1[CH:37]=[CH:36][CH:35]=[C:34]([C:38]2[C:39]([CH:44]3[CH2:46][CH2:45]3)=[N:40][CH:41]=[CH:42][CH:43]=2)[CH:33]=1)=[O:31])(C)(C)C>>[C:1]([O:5][C:6](=[O:22])[NH:7][C:8]1[CH:13]=[C:12]([O:14][CH2:15][CH3:16])[C:11]([C:17]([F:20])([F:19])[F:18])=[CH:10][C:9]=1[NH:21][C:28](=[O:27])[CH2:29][C:30]([C:32]1[CH:37]=[CH:36][CH:35]=[C:34]([C:38]2[C:39]([CH:44]3[CH2:45][CH2:46]3)=[N:40][CH:41]=[CH:42][CH:43]=2)[CH:33]=1)=[O:31])([CH3:2])([CH3:3])[CH3:4]. Procedure details: The title compound was prepared from (2-amino-5-ethoxy-4-trifluoromethyl-phenyl)-carbamic acid tert-butyl ester (Example J8) (240 mg, 0.75 mmol) and 3-[3-(2-cyclopropyl-pyridin-3-yl)-phenyl]-3-oxo-propionic acid tert-butyl ester (Example K29) (253 mg, 0.75 mmol) according to the general procedure M. Obtained as a yellow foam (210 mg, 48%). Reactants: C1(=CC=CC2=CC=CC=C12)[C@@H](C)NCC1CN(CCC1C1=CC=CC=C1)C(C(F)(F)F)=O ((1R)-1-(1-naphthyl)-N-{[4-phenyl-1-(trifluoroacetyl)piperidin-3-yl]methyl}ethaneamine), Cl.O1CCOCC1 (hydrogen chloride 1,4-dioxane). The solvent is C(C)O (ethanol). Reaction conditions: time 5 minute. Product: Cl.C1(=CC=CC2=CC=CC=C12)[C@@H](C)NCC1CN(CCC1C1=CC=CC=C1)C(C(F)(F)F)=O ((1R)-1-(1-naphthyl)-N-{[4-phenyl-1-(trifluoroacetyl)piperidin-3-yl]methyl}ethaneamine hydrochloride). As a reaction SMILES: [C:1]1([C@H:11]([NH:13][CH2:14][CH:15]2[CH:20]([C:21]3[CH:26]=[CH:25][CH:24]=[CH:23][CH:22]=3)[CH2:19][CH2:18][N:17]([C:27](=[O:32])[C:28]([F:31])([F:30])[F:29])[CH2:16]2)[CH3:12])[C:10]2[C:5](=[CH:6][CH:7]=[CH:8][CH:9]=2)[CH:4]=[CH:3][CH:2]=1.[ClH:33].O1CCOCC1>C(O)C>[ClH:33].[C:1]1([C@H:11]([NH:13][CH2:14][CH:15]2[CH:20]([C:21]3[CH:22]=[CH:23][CH:24]=[CH:25][CH:26]=3)[CH2:19][CH2:18][N:17]([C:27](=[O:32])[C:28]([F:29])([F:30])[F:31])[CH2:16]2)[CH3:12])[C:10]2[C:5](=[CH:6][CH:7]=[CH:8][CH:9]=2)[CH:4]=[CH:3][CH:2]=1 |f:1.2,4.5|. Procedure: 200 mg of (1R)-1-(1-naphthyl)-N-{[4-phenyl-1-(trifluoroacetyl)piperidin-3-yl]methyl}ethaneamine was dissolved in 4.0 mL of ethanol, and 300 μL of a 4 M hydrogen chloride/1,4-dioxane solution was added thereto at room temperature. After stirring for 5 min, the reaction mixture was concentrated under reduced pressure, and the residue was crystallized from isopropanol to obtain 173 mg of (1R)-1-(1-naphthyl)-N-{[4-phenyl-1-(trifluoroacetyl)piperidin-3-yl]methyl}ethaneamine hydrochloride as a white p... The reactants are COC(=O)c1cc(-c2ccc(Cl)cc2)c(-c2ccc(Cl)cc2Cl)[nH]c1=O, O=P(Cl)(Cl)Cl. Yields the product COC(=O)c1cc(-c2ccc(Cl)cc2)c(-c2ccc(Cl)cc2Cl)nc1Cl. As a reaction SMILES: [Cl:1][c:2]1[c:3](-[c:9]2[c:10](-[c:20]3[cH:21][cH:22][c:23]([Cl:26])[cH:24][cH:25]3)[cH:11][c:12]([C:16](=[O:17])[O:18][CH3:19])[c:13](=[O:15])[nH:14]2)[cH:4][cH:5][c:6]([Cl:8])[cH:7]1.[P:27]([Cl:28])([Cl:29])([Cl:30])=[O:31]>>[Cl:1][c:2]1[c:3](-[c:9]2[c:10](-[c:20]3[cH:21][cH:22][c:23]([Cl:26])[cH:24][cH:25]3)[cH:11][c:12]([C:16](=[O:17])[O:18][CH3:19])[c:13]([Cl:29])[n:14]2)[cH:4][cH:5][c:6]([Cl:8])[cH:7]1.